Dataset: the Open Reaction Database (ORD), a public repository of structured organic reaction records. Task: describe an organic reaction: reactants, conditions, products, and yield Starting materials: Cl.CS(=O)(=O)N1CCNCC1 (1-methanesulfonyl-piperazine HCL salt), ClC=1N=C(C2=C(N1)SC(=C2)C=O)N2CCOCC2 (2-chloro-4-morpholinothieno[2,3-d]pyrimidine-6-carbaldehyde). The product is ClC=1N=C(C2=C(N1)SC(=C2)CN2CCN(CC2)S(=O)(=O)C)N2CCOCC2 (2-chloro-6-(4-methanesulfonyl-piperazin-1-ylmethyl)-4-morpholin-4-yl-thieno[2,3-d]pyrimidine). Reaction SMILES: Cl.[CH3:2][S:3]([N:6]1[CH2:11][CH2:10][NH:9][CH2:8][CH2:7]1)(=[O:5])=[O:4].[Cl:12][C:13]1[N:14]=[C:15]([N:24]2[CH2:29][CH2:28][O:27][CH2:26][CH2:25]2)[C:16]2[CH:21]=[C:20]([CH:22]=O)[S:19][C:17]=2[N:18]=1>>[Cl:12][C:13]1[N:14]=[C:15]([N:24]2[CH2:25][CH2:26][O:27][CH2:28][CH2:29]2)[C:16]2[CH:21]=[C:20]([CH2:22][N:9]3[CH2:10][CH2:11][N:6]([S:3]([CH3:2])(=[O:5])=[O:4])[CH2:7][CH2:8]3)[S:19][C:17]=2[N:18]=1 |f:0.1|. Procedure details: Reaction between 1-methanesulfonyl-piperazine HCL salt and 2-chloro-4-morpholin-4-yl-thieno[2,3-d]pyrimidine-6-carbaldehyde 33 using General Procedure C yielded 2-chloro-6-(4-methanesulfonyl-piperazin-1-ylmethyl)-4-morpholin-4-yl-thieno[2,3-d]pyrimidine.